This data is from the Open Reaction Database (ORD), a public repository of structured organic reaction records. The task is: describe an organic reaction: reactants, conditions, products, and yield Reactants: FC1=C(C=CC(=C1)F)C1=CC(=CC(=C1)N1C=NC2=C1C=CC(=C2)B2OC(C(O2)(C)C)(C)C)NS(=O)(=O)C2CC2 (N-(2′,4′-difluoro-5-(5-(4,4,5,5-tetramethyl-1,3,2-dioxaborolan-2-yl)-1H-benzo[d]imidazol-1-yl)-[1,1′-biphenyl]-3-yl)cyclopropanesulfonamide), N#N (N2), C([O-])([O-])=O.[Na+].[Na+] (sodium carbonate), BrC1=NC=C(C=C1)F (2-Bromo-5-fluoropyridine). The reagents and catalysts are C1=CC=C(C=C1)P([C-]2C=CC=C2)C3=CC=CC=C3.C1=CC=C(C=C1)P([C-]2C=CC=C2)C3=CC=CC=C3.Cl[Pd]Cl.[Fe+2] (Pd(dppf)Cl2). Solvent: COCCOC (1,2-dimethoxyethane). Product: FC1=C(C=CC(=C1)F)C1=CC(=CC(=C1)N1C=NC2=C1C=CC(=C2)C2=NC=C(C=C2)F)NS(=O)(=O)C2CC2 (N-(2′,4′-difluoro-5-(5-(5-fluoropyridin-2-yl)-1H-benzo[d]imidazol-1-yl)-[1,1′-biphenyl]-3-yl)cyclopropanesulfonamide). The yield is 14.1%. RXN SMILES: [F:1][C:2]1[CH:7]=[C:6]([F:8])[CH:5]=[CH:4][C:3]=1[C:9]1[CH:14]=[C:13]([N:15]2[C:19]3[CH:20]=[CH:21][C:22](B4OC(C)(C)C(C)(C)O4)=[CH:23][C:18]=3[N:17]=[CH:16]2)[CH:12]=[C:11]([NH:33][S:34]([CH:37]2[CH2:39][CH2:38]2)(=[O:36])=[O:35])[CH:10]=1.N#N.Br[C:43]1[CH:48]=[CH:47][C:46]([F:49])=[CH:45][N:44]=1.C(=O)([O-])[O-].[Na+].[Na+]>COCCOC.C1C=CC(P(C2C=CC=CC=2)[C-]2C=CC=C2)=CC=1.C1C=CC(P(C2C=CC=CC=2)[C-]2C=CC=C2)=CC=1.Cl[Pd]Cl.[Fe+2]>[F:1][C:2]1[CH:7]=[C:6]([F:8])[CH:5]=[CH:4][C:3]=1[C:9]1[CH:14]=[C:13]([N:15]2[C:19]3[CH:20]=[CH:21][C:22]([C:43]4[CH:48]=[CH:47][C:46]([F:49])=[CH:45][N:44]=4)=[CH:23][C:18]=3[N:17]=[CH:16]2)[CH:12]=[C:11]([NH:33][S:34]([CH:37]2[CH2:38][CH2:39]2)(=[O:35])=[O:36])[CH:10]=1 |f:3.4.5,7.8.9.10|. Procedure details: A solution of N-(2′,4′-difluoro-5-(5-(4,4,5,5-tetramethyl-1,3,2-dioxaborolan-2-yl)-1H-benzo[d]imidazol-1-yl)-[1,1′-biphenyl]-3-yl)cyclopropanesulfonamide (0.15 g, 0.272 mmol) in 1,2-dimethoxyethane (5 ml) was degassed by N2 bubbling for 5 min. 2-Bromo-5-fluoropyridine (0.057 g, 0.326 mmol, 1.2 eq.) was added and the mixture was degassed for another 5 min. Pd(dppf)Cl2 (0.011, 0.013 mmol, 0.05 eq.) and aqueous sodium carbonate (0.072, 0.680 mmol, 2.5 eq.) were added and the procedure of Example 1(... Starting materials: C1CCOC1 (THF), ClC1=CC=C(C=C1)S(=O)(=O)Cl (4-chlorobenzenesulfonyl chloride), NC(C(=O)O)CC1CCCCC1 ((RS)-2-amino-3-cyclohexylpropanoic acid). Run in O (water), [OH-].[Na+] (NaOH). Conditions: time 8 hour. The product is ClC1=CC=C(C=C1)S(=O)(=O)NC(C(=O)O)CC1CCCCC1 ((RS)-2-(4-chlorobenzenesulfonylamino)-3-cyclohexylpropanoic acid). Reaction SMILES: [NH2:1][CH:2]([CH2:6][CH:7]1[CH2:12][CH2:11][CH2:10][CH2:9][CH2:8]1)[C:3]([OH:5])=[O:4].C1COCC1.[Cl:18][C:19]1[CH:24]=[CH:23][C:22]([S:25](Cl)(=[O:27])=[O:26])=[CH:21][CH:20]=1>[OH-].[Na+].O>[Cl:18][C:19]1[CH:24]=[CH:23][C:22]([S:25]([NH:1][CH:2]([CH2:6][CH:7]2[CH2:12][CH2:11][CH2:10][CH2:9][CH2:8]2)[C:3]([OH:5])=[O:4])(=[O:27])=[O:26])=[CH:21][CH:20]=1 |f:3.4|. Procedure details: (RS)-phenylalanine (500.2 mg) was dissolved in H2O (50 ml) and 2N NaOH (1.5 ml). Rh/Al2O3 catalyst (500.5 mg) was added, and the whole was stirred overnight under a hydrogen atmosphere at atmospheric pressure. After the reaction was completed, Rh/Al2O3 was separated by filtration. The filtrate was concentrated to give crude (RS)-2-amino-3-cyclohexylpropanoic acid. Then, the crude (RS)-2-amino-3-cyclohexylpropanoic acid was dissolved in 2N NaOH (15.08 ml). THF (15 ml) and then 4-chlorobenzenesulf... The reactants are CCC(C)(C)CC(O)CNC(=O)C(Cc1ccc(Br)cc1)NC(C)=O, ClCCl. Yields the product CCC(C)(C)CC(=O)CNC(=O)C(Cc1ccc(Br)cc1)NC(C)=O. RXN SMILES: [C:1]([CH3:2])(=[O:3])[NH:4][CH:5]([C:6](=[O:7])[NH:8][CH2:9][CH:10]([CH2:11][C:12]([CH2:13][CH3:14])([CH3:15])[CH3:16])[OH:17])[CH2:18][c:19]1[cH:20][cH:21][c:22]([Br:25])[cH:23][cH:24]1.[CH2:26]([Cl:27])[Cl:28]>>[C:1]([CH3:2])(=[O:3])[NH:4][CH:5]([C:6](=[O:7])[NH:8][CH2:9][C:10]([CH2:11][C:12]([CH2:13][CH3:14])([CH3:15])[CH3:16])=[O:17])[CH2:18][c:19]1[cH:20][cH:21][c:22]([Br:25])[cH:23][cH:24]1. Starting materials: CCOC(C)=O, Oc1c(F)c(F)c(F)c(F)c1F, O=C(O)c1ccccc1NCc1ccncc1. Product: O=C(Oc1c(F)c(F)c(F)c(F)c1F)c1ccccc1NCc1ccncc1. Reaction SMILES: [CH3:30][CH2:31][O:32][C:33]([CH3:34])=[O:35].[F:18][c:19]1[c:20]([OH:29])[c:21]([F:28])[c:22]([F:27])[c:23]([F:26])[c:24]1[F:25].[n:1]1[cH:2][cH:3][c:4]([CH2:7][NH:8][c:9]2[c:10]([C:11](=[O:12])[OH:13])[cH:14][cH:15][cH:16][cH:17]2)[cH:5][cH:6]1>>[n:1]1[cH:2][cH:3][c:4]([CH2:7][NH:8][c:9]2[c:10]([C:11]([O:12][c:20]3[c:19]([F:18])[c:24]([F:25])[c:23]([F:26])[c:22]([F:27])[c:21]3[F:28])=[O:13])[cH:14][cH:15][cH:16][cH:17]2)[cH:5][cH:6]1. Starting materials: CC1CCC(NC(=O)OC(C)(C)C)C(O)CN1S(=O)(=O)c1ccccn1, CO, Cc1ccccc1, Cl, C1COCCO1. Yields the product CC1CCC(N)C(O)CN1S(=O)(=O)c1ccccn1. RXN SMILES: [C:2]([O:3][C:4](=[O:5])[NH:8][CH:9]1[CH:10]([OH:26])[CH2:11][N:12]([S:17](=[O:18])(=[O:19])[c:20]2[n:21][cH:22][cH:23][cH:24][cH:25]2)[CH:13]([CH3:16])[CH2:14][CH2:15]1)([CH3:6])([CH3:7])[CH3:27].[CH3:34][OH:35].[CH3:36][c:37]1[cH:38][cH:39][cH:40][cH:41][cH:42]1.[ClH:1].[O:28]1[CH2:29][CH2:30][O:31][CH2:32][CH2:33]1>>[NH2:8][CH:9]1[CH:10]([OH:26])[CH2:11][N:12]([S:17](=[O:18])(=[O:19])[c:20]2[n:21][cH:22][cH:23][cH:24][cH:25]2)[CH:13]([CH3:16])[CH2:14][CH2:15]1. The reactants are CSCCC(NC(=O)c1ccc(C(=O)N2CCCC2)c(Br)c1)c1nc2cc(Cl)ccc2[nH]1, CCO, CC(=O)O, Cl, ClCCl, ClCCl, O=C(OO)c1cccc(Cl)c1. Product: CS(=O)CCC(NC(=O)c1ccc(C(=O)N2CCCC2)c(Br)c1)c1nc2cc(Cl)ccc2[nH]1. Reaction SMILES: [Br:1][c:2]1[cH:3][c:4]([C:5](=[O:6])[NH:7][CH:8]([CH2:9][CH2:10][S:11][CH3:12])[c:13]2[n:14][c:15]3[c:16]([nH:17]2)[cH:18][cH:19][c:20]([Cl:22])[cH:21]3)[cH:23][cH:24][c:25]1[C:26](=[O:27])[N:28]1[CH2:29][CH2:30][CH2:31][CH2:32]1.[CH2:52]([OH:53])[CH3:54].[CH3:44][C:45](=[O:46])[OH:47].[Cl:48].[Cl:49][CH2:50][Cl:51].[Cl:55][CH2:56][Cl:57].[OH:33][O:34][C:35]([c:36]1[cH:37][c:38]([Cl:39])[cH:40][cH:41][cH:42]1)=[O:43]>>[Br:1][c:2]1[cH:3][c:4]([C:5](=[O:6])[NH:7][CH:8]([CH2:9][CH2:10][S:11]([CH3:12])=[O:33])[c:13]2[n:14][c:15]3[c:16]([nH:17]2)[cH:18][cH:19][c:20]([Cl:22])[cH:21]3)[cH:23][cH:24][c:25]1[C:26](=[O:27])[N:28]1[CH2:29][CH2:30][CH2:31][CH2:32]1. Reactants: O=C([O-])[O-], [K+], [K+], Nc1nc(Cl)ccc1[N+](=O)[O-], CN(C)C=O, Sc1cccc2cnccc12. Product: Nc1nc(Sc2cccc3cnccc23)ccc1[N+](=O)[O-]. Reaction SMILES: [C:12](=[O:13])([O-:14])[O-:15].[K+:16].[K+:17].[NH2:18][c:19]1[n:20][c:21]([Cl:28])[cH:22][cH:23][c:24]1[N+:25](=[O:26])[O-:27].[O:29]=[CH:30][N:31]([CH3:32])[CH3:33].[cH:1]1[n:2][cH:3][cH:4][c:5]2[c:6]([SH:11])[cH:7][cH:8][cH:9][c:10]12>>[cH:1]1[n:2][cH:3][cH:4][c:5]2[c:6]([S:11][c:21]3[n:20][c:19]([NH2:18])[c:24]([N+:25](=[O:26])[O-:27])[cH:23][cH:22]3)[cH:7][cH:8][cH:9][c:10]12. The reactants are C12(CC1)CCOC1=CC=CC(=C12)OC1=NC=C(C=N1)NC([C@@](N)(CC)C)=O (N1-[2-(2,3-dihydrospiro[chromene-4,1′-cyclopropan]-5-yloxy)-5-pyrimidinyl]-D-isovalinamide), C12(CC1)CCOC1=CC=CC(=C12)OC1=NC=C(C=N1)NC([C@@](N)(CC)C)=O (N1-[2-(2,3-dihydrospiro[chromene-4,1′-cyclopropan]-5-yloxy)-5-pyrimidinyl]-D-isovalinamide), ClC(Cl)(OC(OC(Cl)(Cl)Cl)=O)Cl (triphosgene). The solvent is ClCCl (Dichloromethane), ClCCl (Dichloromethane). Run at temperature 0 celsius, time 10 minute. Yields the product C12(CC1)CCOC1=CC=CC(=C12)OC1=NC=C(C=N1)N1C(N[C@](C1=O)(C)CC)=O ((5R)-3-[2-(2,3-dihydrospiro[chromene-4,1′-cyclopropan]-5-yloxy)-5-pyrimidinyl]-5-ethyl-5-methyl-2,4-imidazolidinedione). The yield is 155.5%. Reaction SMILES: [C:1]12([C:12]3[C:7](=[CH:8][CH:9]=[CH:10][C:11]=3[O:13][C:14]3[N:19]=[CH:18][C:17]([NH:20][C:21](=[O:27])[C@:22]([CH3:26])([CH2:24][CH3:25])[NH2:23])=[CH:16][N:15]=3)[O:6][CH2:5][CH2:4]1)[CH2:3][CH2:2]2.Cl[C:29](Cl)([O:31]C(=O)OC(Cl)(Cl)Cl)Cl>ClCCl>[C:1]12([C:12]3[C:7](=[CH:8][CH:9]=[CH:10][C:11]=3[O:13][C:14]3[N:19]=[CH:18][C:17]([N:20]4[C:21](=[O:27])[C@:22]([CH2:24][CH3:25])([CH3:26])[NH:23][C:29]4=[O:31])=[CH:16][N:15]=3)[O:6][CH2:5][CH2:4]1)[CH2:2][CH2:3]2. Procedure: To a solution of N1-[2-(2,3-dihydrospiro[chromene-4,1′-cyclopropan]-5-yloxy)-5-pyrimidinyl]-D-isovalinamide (Intermediate 225, 4 mg, 10.86 μmol) in dry Dichloromethane (1 mL) TEA (3.78 μL, 0.027 mmol) was added. The reaction was cooled in an ice-bath, then a solution of triphosgene (1.450 mg, 4.89 μmol) in dry Dichloromethane (0.250 mL) was added once then two other times with 10 minutes in between. The reaction was stirred at 0° C. for 40 minutes, then it was quenched with water (5 mL) maintain...